From a dataset of the Open Reaction Database (ORD), a public repository of structured organic reaction records. describe an organic reaction: reactants, conditions, products, and yield The reactants are Cc1onc(-c2ccccc2)c1-c1cn(-c2cccc(C(=O)O)c2)cn1, NC1CCOCC1. Product: Cc1onc(-c2ccccc2)c1-c1cn(-c2cccc(C(=O)NC3CCOCC3)c2)cn1. As a reaction SMILES: [CH3:8][c:9]1[c:10](-[c:20]2[n:21][cH:22][n:23](-[c:25]3[cH:26][c:27]([C:28](=[O:29])[OH:30])[cH:31][cH:32][cH:33]3)[cH:24]2)[c:11](-[c:14]2[cH:15][cH:16][cH:17][cH:18][cH:19]2)[n:12][o:13]1.[O:1]1[CH2:2][CH2:3][CH:4]([NH2:7])[CH2:5][CH2:6]1>>[O:1]1[CH2:2][CH2:3][CH:4]([NH:7][C:28]([c:27]2[cH:26][c:25](-[n:23]3[cH:22][n:21][c:20](-[c:10]4[c:9]([CH3:8])[o:13][n:12][c:11]4-[c:14]4[cH:15][cH:16][cH:17][cH:18][cH:19]4)[cH:24]3)[cH:33][cH:32][cH:31]2)=[O:29])[CH2:5][CH2:6]1.